Dataset: the Open Reaction Database (ORD), a public repository of structured organic reaction records. Task: describe an organic reaction: reactants, conditions, products, and yield The reactants are OCCCC=1C=C(C(=O)C2=CC=CC=C2)C=CC1OC(C(C)(C)C)=O (3-(hydroxypropyl)-4-pivaloyloxybenzophenone), CC(=O)C.OS(=O)(=O)O.O=[Cr](=O)=O (Jones' Reagent), C(C)(C)O (isopropyl alcohol). The solvent is CC(=O)C (acetone). Yields the product C(=O)(O)CCC=1C=C(C(=O)C2=CC=CC=C2)C=CC1OC(C(C)(C)C)=O (3-(2-carboxyethyl)-4-pivaloyloxybenzophenone). Yield: 74.0%. As a reaction SMILES: [OH:1][CH2:2][CH2:3][CH2:4][C:5]1[CH:6]=[C:7]([CH:16]=[CH:17][C:18]=1[O:19][C:20](=[O:25])[C:21]([CH3:24])([CH3:23])[CH3:22])[C:8]([C:10]1[CH:15]=[CH:14][CH:13]=[CH:12][CH:11]=1)=[O:9].CC(C)=[O:28].OS(O)(=O)=O.O=[Cr](=O)=O.C(O)(C)C>CC(C)=O>[C:2]([CH2:3][CH2:4][C:5]1[CH:6]=[C:7]([CH:16]=[CH:17][C:18]=1[O:19][C:20](=[O:25])[C:21]([CH3:22])([CH3:24])[CH3:23])[C:8]([C:10]1[CH:15]=[CH:14][CH:13]=[CH:12][CH:11]=1)=[O:9])([OH:28])=[O:1] |f:1.2.3|. Procedure: A solution of 1.01 g of 3-(hydroxypropyl)-4-pivaloyloxybenzophenone in 40 ml of acetone was treated with 1.5 ml of 8N Jones' Reagent at 0° C. for 1 h. The reaction mixture was treated with 5 ml of isopropyl alcohol and filtered to remove inorganic material. The filtrate was evaporated and the residue was taken up with toluene. The toluene phase was extracted with 3% KHCO3 solution and the aqeuous extract was acidified to pH 2. The acidic product was extracted with ethyl acetate. The ethyl acetat...